The task is: describe an organic reaction: reactants, conditions, products, and yield. This data is from the Open Reaction Database (ORD), a public repository of structured organic reaction records. Reactants: C(=O)NC(CC1=C(C=CC=C1)[N+](=O)[O-])C1=CC=C(C=C1)F (N-formyl-α-(4-fluorophenyl)-2-nitrophenethylamine), Cl (hydrochloric acid), C(C)(=O)O (acetic acid). The solvent is O1CCCC1 (tetrahydrofuran), B (borane), O1CCCC1 (tetrahydrofuran). The product is Cl.FC1=CC=C(C=C1)C(CC1=C(C=CC=C1)[N+](=O)[O-])NC (α-(4-flurophenyl)-N-methyl-2-nitrophenethylamine hydrochloride). As a reaction SMILES: [CH:1]([NH:3][CH:4]([C:15]1[CH:20]=[CH:19][C:18]([F:21])=[CH:17][CH:16]=1)[CH2:5][C:6]1[CH:11]=[CH:10][CH:9]=[CH:8][C:7]=1[N+:12]([O-:14])=[O:13])=O.[ClH:22].C(O)(=O)C>O1CCCC1.B>[ClH:22].[F:21][C:18]1[CH:17]=[CH:16][C:15]([CH:4]([NH:3][CH3:1])[CH2:5][C:6]2[CH:11]=[CH:10][CH:9]=[CH:8][C:7]=2[N+:12]([O-:14])=[O:13])=[CH:20][CH:19]=1 |f:5.6|. Reported procedure: To a cooled mixture of 31.1 g of N-formyl-α-(4-fluorophenyl)-2-nitrophenethylamine in 500 ml of tetrahydrofuran, 441 ml of 0.98 M borane in tetrahydrofuran is added dropwise. The mixture is allowed to stand over the weekend. The mixture is cooled and 100 ml of 5% hydrochloric acid and 20 ml of glacial acetic acid are added cautiously. The solvent is evaporated in vacuum and the residue treated with 10% sodium hydroxide solution. The free amine is extracted with ether and dried over anhydrous sod...